This data is from the Open Reaction Database (ORD), a public repository of structured organic reaction records. The task is: describe an organic reaction: reactants, conditions, products, and yield The reactants are FB(F)F, CCOCC, CCO, CCCCCC(=O)C=Cc1ccc(CCCCCCCC(=O)O)o1. Product: CCCCCC(=O)C=Cc1ccc(CCCCCCCC(=O)OCC)o1. Reaction SMILES: [B:25]([F:26])([F:27])[F:28].[CH2:29]([CH3:30])[O:31][CH2:32][CH3:33].[CH3:34][CH2:35][OH:36].[O:1]=[C:2]([CH:3]=[CH:4][c:5]1[cH:6][cH:7][c:8]([CH2:10][CH2:11][CH2:12][CH2:13][CH2:14][CH2:15][CH2:16][C:17](=[O:18])[OH:19])[o:9]1)[CH2:20][CH2:21][CH2:22][CH2:23][CH3:24]>>[O:1]=[C:2]([CH:3]=[CH:4][c:5]1[cH:6][cH:7][c:8]([CH2:10][CH2:11][CH2:12][CH2:13][CH2:14][CH2:15][CH2:16][C:17]([O:18][CH2:29][CH3:30])=[O:19])[o:9]1)[CH2:20][CH2:21][CH2:22][CH2:23][CH3:24]. Reagents/catalysts: CN(C1=CC=NC=C1)C (4-dimethylaminopyridine). Product: CC=1SC(=C(C1C(=O)N[C@@H](C)C1=CC=C(C=C1)C(=O)NS(=O)(=O)C1=CC=CC=C1)CC1=CC=C(C=C1)C(F)(F)F)C (2,5-dimethyl-N-[(1S)-1-(4-{[(phenylsulfonyl)amino]carbonyl}phenyl)ethyl]-4-[4-(trifluoromethyl)benzyl]thiophene-3-carboxamide). Procedure: 4-{(1S)-1-[({2,5-Dimethyl-4-[4-(trifluoromethyl)benzyl]-3-thienyl}carbonyl)amino]ethyl}benzoic acid from Example 12 (200 mg, 0.433 mmol) was treated with benzenesulfonamide (85.0 mg, 0.542 mmol), 1-(3-dimethylaminopropyl)-3-ethylcarbodiimide hydrochloride (166 mg, 0.866 mmol) and 4-dimethylaminopyridine (66.0 mg, 0.542 mmol) under conditions similar to Example 18. The crude was purified by Combi Flash chromatography system (25% THF/CHCl3 for 5 min., then 50% for 5 min.) to afford the desired pro... Reaction SMILES: [CH3:1][C:2]1[S:3][C:4]([CH3:32])=[C:5]([CH2:21][C:22]2[CH:27]=[CH:26][C:25]([C:28]([F:31])([F:30])[F:29])=[CH:24][CH:23]=2)[C:6]=1[C:7]([NH:9][C@H:10]([C:12]1[CH:20]=[CH:19][C:15]([C:16]([OH:18])=O)=[CH:14][CH:13]=1)[CH3:11])=[O:8].[C:33]1([S:39]([NH2:42])(=[O:41])=[O:40])[CH:38]=[CH:37][CH:36]=[CH:35][CH:34]=1.Cl.CN(C)CCCN=C=NCC>CN(C)C1C=CN=CC=1>[CH3:1][C:2]1[S:3][C:4]([CH3:32])=[C:5]([CH2:21][C:22]2[CH:27]=[CH:26][C:25]([C:28]([F:29])([F:30])[F:31])=[CH:24][CH:23]=2)[C:6]=1[C:7]([NH:9][C@H:10]([C:12]1[CH:13]=[CH:14][C:15]([C:16]([NH:42][S:39]([C:33]2[CH:38]=[CH:37][CH:36]=[CH:35][CH:34]=2)(=[O:41])=[O:40])=[O:18])=[CH:19][CH:20]=1)[CH3:11])=[O:8] |f:2.3|. The reactants are CC=1SC(=C(C1C(=O)N[C@@H](C)C1=CC=C(C(=O)O)C=C1)CC1=CC=C(C=C1)C(F)(F)F)C (4-{(1S)-1-[({2,5-dimethyl-4-[4-(trifluoromethyl)benzyl]-3-thienyl}carbonyl)amino]ethyl}benzoic acid), C1(=CC=CC=C1)S(=O)(=O)N (benzenesulfonamide), Cl.CN(CCCN=C=NCC)C (1-(3-dimethylaminopropyl)-3-ethylcarbodiimide hydrochloride). Reactants: C(C1=CC=CC=C1)N(CCCCC1=CN=CC=C1)CC(COC1=CC=C2C(C=C(OC2=C1)C1=CC=CC=C1)=O)O (7-[3-[N-benzyl,N-(3-nicotinylpropyl)amino]-2-hydroxypropoxy]flavone), C1=CCCCC1 (cyclohexene), C(C)(=O)O (acetic acid). Reagents/catalysts: [Pd] (palladium black). Run in O (water). The product is C(C1=CN=CC=C1)CCCNCC(COC1=CC=C2C(C=C(OC2=C1)C1=CC=CC=C1)=O)O (7-[3-[(3-Nicotinylpropyl)amino]-2-hydroxypropoxy]flavone). Isolated yield 54.0%. As a reaction SMILES: C([N:8]([CH2:19][CH:20]([OH:40])[CH2:21][O:22][C:23]1[CH:32]=[C:31]2[C:26]([C:27](=[O:39])[CH:28]=[C:29]([C:33]3[CH:38]=[CH:37][CH:36]=[CH:35][CH:34]=3)[O:30]2)=[CH:25][CH:24]=1)[CH2:9][CH2:10][CH2:11][CH2:12][C:13]1[CH:18]=[CH:17][CH:16]=[N:15][CH:14]=1)C1C=CC=CC=1.C1CCCCC=1.C(O)(=O)C>O.[Pd]>[CH2:12]([CH2:11][CH2:10][CH2:9][NH:8][CH2:19][CH:20]([OH:40])[CH2:21][O:22][C:23]1[CH:32]=[C:31]2[C:26]([C:27](=[O:39])[CH:28]=[C:29]([C:33]3[CH:34]=[CH:35][CH:36]=[CH:37][CH:38]=3)[O:30]2)=[CH:25][CH:24]=1)[C:13]1[CH:18]=[CH:17][CH:16]=[N:15][CH:14]=1. Procedure details: A suspension of 7-[3-[N-benzyl,N-(3-nicotinylpropyl)amino]-2-hydroxypropoxy]flavone (4.50 g, 8.64 mmol), Example 17b, palladium black (0.1 g), cyclohexene (30 ml), and acetic acid (30 ml) was refluxed for 6 hours. The solvent was evaporated to give a residue which was dissolved in water and washed with chloroform (twice) to remove impurities. The aqueous solution was basified with 2.5N NaOH and then extracted with methylene chloride several times. The extracts were washed with water, dried (MgSO... The reactants are ClCOCc1ccccc1, Clc1ccnc2[nH]ccc12, [H-], [Na+], CN(C)C=O. Product: Clc1ccnc2c1ccn2COCc1ccccc1. RXN SMILES: [CH2:13]([c:14]1[cH:15][cH:16][cH:17][cH:18][cH:19]1)[O:20][CH2:21][Cl:22].[Cl:1][c:2]1[c:3]2[c:4]([n:5][cH:6][cH:7]1)[nH:8][cH:9][cH:10]2.[H-:11].[Na+:12].[O:23]=[CH:24][N:25]([CH3:26])[CH3:27]>>[Cl:1][c:2]1[c:3]2[c:4]([n:5][cH:6][cH:7]1)[n:8]([CH2:21][O:20][CH2:13][c:14]1[cH:15][cH:16][cH:17][cH:18][cH:19]1)[cH:9][cH:10]2. Starting materials: C(C)(C)(C)OC(=O)N1C(C=2N(CC1)C(=NC2)CCC)CCC2=CC(=C(C=C2)C(F)(F)F)F (8-[2-(3-fluoro-4-trifluoromethyl-phenyl)-ethyl]-3-propyl-5,6-dihydro-8H-imidazo[1,5-a]pyrazine-7-carboxylic acid tert-butyl ester), C(Cl)Cl.CO (DCM MeOH). The product is C(C)(C)(C)OC(=O)N1C(C=2N(CC1)C(=NC2Cl)CCC)CCC2=CC(=C(C=C2)C(F)(F)F)F (1-chloro-8-[2-(3-fluoro-4-trifluoromethyl-phenyl)-ethyl]-3-propyl-5,6-dihydro-8H-imidazo[1,5-a]pyrazine-7-carboxylic acid tert-butyl ester). As a reaction SMILES: [C:1]([O:5][C:6]([N:8]1[CH2:13][CH2:12][N:11]2[C:14]([CH2:17][CH2:18][CH3:19])=[N:15][CH:16]=[C:10]2[CH:9]1[CH2:20][CH2:21][C:22]1[CH:27]=[CH:26][C:25]([C:28]([F:31])([F:30])[F:29])=[C:24]([F:32])[CH:23]=1)=[O:7])([CH3:4])([CH3:3])[CH3:2].C(Cl)[Cl:34].CO>>[C:1]([O:5][C:6]([N:8]1[CH2:13][CH2:12][N:11]2[C:14]([CH2:17][CH2:18][CH3:19])=[N:15][C:16]([Cl:34])=[C:10]2[CH:9]1[CH2:20][CH2:21][C:22]1[CH:27]=[CH:26][C:25]([C:28]([F:30])([F:31])[F:29])=[C:24]([F:32])[CH:23]=1)=[O:7])([CH3:2])([CH3:3])[CH3:4] |f:1.2|. Procedure details: Subsequent chlorination (70° C.; 3h30) of 8-[2-(3-fluoro-4-trifluoromethyl-phenyl)-ethyl]-3-propyl-5,6-dihydro-8H-imidazo[1,5-a]pyrazine-7-carboxylic acid tert-butyl ester (2.310 g; 5.071 mmol), and purification by FC (DCM/MeOH=50/1) afforded 1-chloro-8-[2-(3-fluoro-4-trifluoromethyl-phenyl)-ethyl]-3-propyl-5,6-dihydro-8H-imidazo[1,5-a]pyrazine-7-carboxylic acid tert-butyl ester as a yellow oil (1.130 g; 45%). LC-MS: tR=1.10 min.; [M+H]+=489.94 g/mol.